describe an organic reaction: reactants, conditions, products, and yield From a dataset of the Open Reaction Database (ORD), a public repository of structured organic reaction records. Starting materials: ClC=1C(=CC=2N(N1)C(=NN2)N)C (6-Chloro-7-methyl-[1,2,4]triazolo[4,3-b]pyridazin-3-ylamine), [O-]CC.[Na+] (sodium ethoxide). Solvent: C(C)O (ethanol). Conditions: temperature 60 celsius, time 1 hour. Yields the product C(C)OC=1C(=CC=2N(N1)C(=NN2)N)C (6-Ethoxy-7-methyl-[1,2,4]triazolo[4,3-b]pyridazin-3-ylamine). Yield: 45.6%. As a reaction SMILES: Cl[C:2]1[C:3]([CH3:12])=[CH:4][C:5]2[N:6]([C:8]([NH2:11])=[N:9][N:10]=2)[N:7]=1.[O-:13][CH2:14][CH3:15].[Na+]>C(O)C>[CH2:14]([O:13][C:2]1[C:3]([CH3:12])=[CH:4][C:5]2[N:6]([C:8]([NH2:11])=[N:9][N:10]=2)[N:7]=1)[CH3:15] |f:1.2|. Reported procedure: 6-Chloro-7-methyl-[1,2,4]triazolo[4,3-b]pyridazin-3-ylamine (W2.005; 1 g) was dissolved in ethanol (50 ml), admixed under argon with sodium ethoxide (2.2 g) and stirred at 60° C. for 1 h. Then the mixture was dried and the residue was purified using a 40 g silica gel cartridge (0-20% dichloromethane-ethanol gradient in 40 min). The clean product fractions were combined and dried. 480 mg of the title compound were obtained. Reactants: C(C1=CC(C(=O)O)=CC=C1)(=O)O (isophthalic acid), NC1=C(C=CC=C1)O (aminophenol), OC1=CC2=CC=C(C=C2C=C1)C(=O)O (2-hydroxy-6-naphthoic acid), C(C)(=O)OC(C)=O (acetic anhydride). Run in CN(C=O)C (DMF), CN(C=O)C (N,N-dimethylformamide). Reaction conditions: temperature 320 celsius. Product: C1(C=CC(N1C1=C(C(=O)O)C=CC=C1)=O)=O (maleimidobenzoic acid), C(C1=CC=CC=C1)(=O)O (benzoic acid), C(C1=CC=CC=C1)(=O)O.C#C (acetylene benzoic acid), C1(C=CC(N1)=O)=O (maleimide). Reaction SMILES: [C:1]([OH:12])(=O)[C:2]1[CH:10]=[CH:9][CH:8]=[C:4]([C:5]([OH:7])=[O:6])[CH:3]=1.[NH2:13][C:14]1C=CC=C[C:15]=1O.[OH:21][C:22]1[CH:31]=C[C:29]2[C:24](=[CH:25][CH:26]=[C:27]([C:32]([OH:34])=[O:33])[CH:28]=2)C=1.C(O[C:39](=[O:41])[CH3:40])(=O)C>CN(C)C=O>[C:22]1(=[O:21])[N:13]([C:3]2[CH:2]=[CH:10][CH:9]=[CH:8][C:4]=2[C:5]([OH:7])=[O:6])[C:39](=[O:41])[CH:40]=[CH:31]1.[C:32]([OH:34])(=[O:33])[C:27]1[CH:28]=[CH:29][CH:24]=[CH:25][CH:26]=1.[C:5]([OH:7])(=[O:6])[C:4]1[CH:8]=[CH:9][CH:10]=[CH:2][CH:3]=1.[CH:14]#[CH:15].[C:1]1(=[O:12])[NH:13][C:39](=[O:41])[CH:40]=[CH:2]1 |f:7.8|. Procedure: Alternatively, the liquid crystalline thermoset oligomer can be prepared by a bulk polymerization process in accordance with the following procedure. In another exemplary method, isophthalic acid, aminophenol, 2-hydroxy-6-naphthoic acid and acetic anhydride are slowly heated to 150° C. with stirring in a reactor. The mixture is brought to reflux for a predetermined time period. Acetic acid as a by-product and unreacted acetic anhydride are removed from the reaction mixture. Next, 4-hydroxybenzoi... Reactants: O=C[C@H](O)[C@@H](O)[C@H](O)[C@H](O)CO (glucose), 10, O=C[C@H](O)[C@@H](O)[C@H](O)[C@H](O)CO (D-Glucose), C(=O)([O-])[O-].[Na+].[Na+] (Na2CO3), ClCC(CC(=O)OCC)=O (ethyl 4-chloroacetoacetate), N(CCO)(CCO)CCO (triethanolamine), Cl (HCl), N(CCO)(CCO)CCO (triethanolamine). Reagents/catalysts: C1=CC(=C[N+](=C1)[C@H]2[C@@H]([C@@H]([C@H](O2)COP(=O)([O-])OP(=O)(O)OC[C@@H]3[C@H]([C@H]([C@@H](O3)N4C=NC5=C4N=CN=C5N)O)O)O)O)C(=O)N (β-NAD), O=C[C@H](O)[C@@H](O)[C@H](O)[C@H](O)CO (Glucose). The solvent is O (water), C(C)(=O)OCCCC (butyl acetate), O (H2O). Reaction conditions: time 10 minute. The product is ClC[C@H](CC(=O)OCC)O (ethyl (S) 4-chloro-3-hydroxybutyrate). Yield: 85.9%. RXN SMILES: N(CCO)(CCO)CCO.Cl.O=C[C@@H]([C@H]([C@@H]([C@@H](CO)O)O)O)O.[Cl:24][CH2:25][C:26](=[O:33])[CH2:27][C:28]([O:30][CH2:31][CH3:32])=[O:29].C([O-])([O-])=O.[Na+].[Na+]>O=C[C@@H]([C@H]([C@@H]([C@@H](CO)O)O)O)O.C1C=[N+]([C@@H]2O[C@H](COP(OP(OC[C@H]3O[C@@H](N4C5N=CN=C(N)C=5N=C4)[C@H](O)[C@@H]3O)(O)=O)([O-])=O)[C@@H](O)[C@H]2O)C=C(C(N)=O)C=1.C(OCCCC)(=O)C.O>[Cl:24][CH2:25][C@@H:26]([OH:33])[CH2:27][C:28]([O:30][CH2:31][CH3:32])=[O:29] |f:4.5.6|. Reported procedure: To a 3-necked jacketed 3 L flask equipped with a mechanical stirrer and connected to an automatic titrater by a pH electrode and a feeding tube for addition of base, was charged triethanolamine (6.6 mL) and H2O (492 mL) to make 100 mM triethanolamine solution. The pH was adjusted to 7 with 37% HCl. Then, D-Glucose (125 g) was added. The water circulating to the flask jacket was set to 30° C. After 10 minutes, ketoreductase SEQ ID NO: 2 (5.7 g) and glucose dehydrogenase S06 SEQ ID NO: 10 (3.1 g) ...